From a dataset of the Open Reaction Database (ORD), a public repository of structured organic reaction records. describe an organic reaction: reactants, conditions, products, and yield Reactants: BrC1=CC(=CC=2NC(=NC21)C(C)C)[N+](=O)[O-] (4-bromo-2-isopropyl-6-nitro-1H-benzo[d]imidazole), BrCC1=C(C(=CC=C1)C(F)(F)F)C (1-(bromomethyl)-2-methyl-3-(trifluoromethyl)benzene), C([O-])([O-])=O.[K+].[K+] (potassium carbonate), CN(C)C=O (DMF), resultant suspension. Run in O (H2O). Run at time 30 minute. Yields the product BrC1=CC(=CC=2N(C(=NC21)C(C)C)CC2=C(C(=CC=C2)C(F)(F)F)C)[N+](=O)[O-] (4-bromo-2-isopropyl-1-(2-methyl-3-(trifluoromethyl)benzyl)-6-nitro-1H-benzo[d]imidazole). Isolated yield 107.8%. As a reaction SMILES: CN(C=O)C.[Br:6][C:7]1[C:15]2[N:14]=[C:13]([CH:16]([CH3:18])[CH3:17])[NH:12][C:11]=2[CH:10]=[C:9]([N+:19]([O-:21])=[O:20])[CH:8]=1.Br[CH2:23][C:24]1[CH:29]=[CH:28][CH:27]=[C:26]([C:30]([F:33])([F:32])[F:31])[C:25]=1[CH3:34].C(=O)([O-])[O-].[K+].[K+]>O>[Br:6][C:7]1[C:15]2[N:14]=[C:13]([CH:16]([CH3:18])[CH3:17])[N:12]([CH2:23][C:24]3[CH:29]=[CH:28][CH:27]=[C:26]([C:30]([F:31])([F:32])[F:33])[C:25]=3[CH3:34])[C:11]=2[CH:10]=[C:9]([N+:19]([O-:21])=[O:20])[CH:8]=1 |f:3.4.5|. Procedure: To a 100 mL round bottomed flask containing DMF (50 mL) was added 4-bromo-2-isopropyl-6-nitro-1H-benzo[d]imidazole (4.1 g, 14.43 mmol), 1-(bromomethyl)-2-methyl-3-(trifluoromethyl)benzene (3.6 mL, 21.34 mmol) and potassium carbonate (5.98 g, 43.3 mmol). The resultant suspension was heated to 50° C. and after stirring for 30 minutes the mixture was allowed to cool to rt and diluted with 100 mL H2O. The mixture was stirred overnight and the next day a black filterable solid was isolated by filtrat... Reactants: O=C([O-])[O-], CCCCC(CC)CN, CCCCCC, CS(C)=O, [K+], [K+], O, ClCCCCOc1ccc2ccccc2c1, c1ccccc1. Yields the product CCCCC(CC)CNCCCCOc1ccc2ccccc2c1. RXN SMILES: [C:1](=[O:2])([O-:3])[O-:4].[CH2:7]([CH3:8])[CH:9]([CH2:10][NH2:11])[CH2:12][CH2:13][CH2:14][CH3:15].[CH3:32][CH2:33][CH2:34][CH2:35][CH2:36][CH3:37].[CH3:44][S:45]([CH3:46])=[O:47].[K+:5].[K+:6].[OH2:48].[cH:16]1[c:17]([O:26][CH2:27][CH2:28][CH2:29][CH2:30][Cl:31])[cH:18][cH:19][c:20]2[cH:21][cH:22][cH:23][cH:24][c:25]12.[cH:38]1[cH:39][cH:40][cH:41][cH:42][cH:43]1>>[CH2:7]([CH3:8])[CH:9]([CH2:10][NH:11][CH2:30][CH2:29][CH2:28][CH2:27][O:26][c:17]1[cH:16][c:25]2[c:20]([cH:19][cH:18]1)[cH:21][cH:22][cH:23][cH:24]2)[CH2:12][CH2:13][CH2:14][CH3:15]. Reactants: C=CCC(CNCCSc1c(C#N)cc2ccccc2c1C(=O)OC)c1ccc(Cl)c(Cl)c1, Cl, Cl, c1ccncc1. Product: C=CCC(CNCCSc1c(C#N)cc2ccccc2c1C(=O)O)c1ccc(Cl)c(Cl)c1. Reaction SMILES: [C:2](#[N:3])[c:4]1[c:5]([S:18][CH2:19][CH2:20][NH:21][CH2:22][CH:23]([CH2:24][CH:25]=[CH2:26])[c:27]2[cH:28][c:29]([Cl:34])[c:30]([Cl:33])[cH:31][cH:32]2)[c:6]([C:14](=[O:15])[O:16][CH3:17])[c:7]2[cH:8][cH:9][cH:10][cH:11][c:12]2[cH:13]1.[ClH:1].[ClH:35].[n:36]1[cH:37][cH:38][cH:39][cH:40][cH:41]1>>[C:2](#[N:3])[c:4]1[c:5]([S:18][CH2:19][CH2:20][NH:21][CH2:22][CH:23]([CH2:24][CH:25]=[CH2:26])[c:27]2[cH:28][c:29]([Cl:34])[c:30]([Cl:33])[cH:31][cH:32]2)[c:6]([C:14](=[O:15])[OH:16])[c:7]2[cH:8][cH:9][cH:10][cH:11][c:12]2[cH:13]1.